From a dataset of the Open Reaction Database (ORD), a public repository of structured organic reaction records. describe an organic reaction: reactants, conditions, products, and yield The reactants are O([Si](C1=CC=CC=C1)(C1=CC=CC=C1)C(C)(C)C)CC(CCCC(C(CCC1(COS(=O)(=O)C2=CC=C(C)C=C2)OCCO1)=O)(O)C)C (11-t-Butyldiphenylsiloxy-6,10-dimethyl-2,2-ethylenedioxy-6-hydroxy-5-oxo-1-tosyloxyundecane), CS(=O)C (dimethyl sulfoxide), C(C)(=O)OC(C)=O (acetic anhydride). Run at time 20 hour. Product: O([Si](C1=CC=CC=C1)(C1=CC=CC=C1)C(C)(C)C)CC(CCCC(C(CCC1(COS(=O)(=O)C2=CC=C(C)C=C2)OCCO1)=O)(OCSC)C)C (11-t-butyldiphenylsiloxy-6,10-dimethyl-2,2-ethylenedioxy-6-methylthiomethoxy-5-oxo-1-tosyloxyundecane). The yield is 91.0%. RXN SMILES: [O:1]([CH2:19][CH:20]([CH3:48])[CH2:21][CH2:22][CH2:23][C:24]([CH3:47])([OH:46])[C:25](=[O:45])[CH2:26][CH2:27][C:28]1([O:44][CH2:43][CH2:42][O:41]1)[CH2:29][O:30][S:31]([C:34]1[CH:40]=[CH:39][C:37]([CH3:38])=[CH:36][CH:35]=1)(=[O:33])=[O:32])[Si:2]([C:15]([CH3:18])([CH3:17])[CH3:16])([C:9]1[CH:14]=[CH:13][CH:12]=[CH:11][CH:10]=1)[C:3]1[CH:8]=[CH:7][CH:6]=[CH:5][CH:4]=1.C(OC(=O)C)(=O)C.[CH3:56][S:57]([CH3:59])=O>>[O:1]([CH2:19][CH:20]([CH3:48])[CH2:21][CH2:22][CH2:23][C:24]([CH3:47])([O:46][CH2:56][S:57][CH3:59])[C:25](=[O:45])[CH2:26][CH2:27][C:28]1([O:41][CH2:42][CH2:43][O:44]1)[CH2:29][O:30][S:31]([C:34]1[CH:40]=[CH:39][C:37]([CH3:38])=[CH:36][CH:35]=1)(=[O:33])=[O:32])[Si:2]([C:15]([CH3:18])([CH3:17])[CH3:16])([C:3]1[CH:4]=[CH:5][CH:6]=[CH:7][CH:8]=1)[C:9]1[CH:10]=[CH:11][CH:12]=[CH:13][CH:14]=1. Procedure details: 11-t-Butyldiphenylsiloxy-6,10-dimethyl-2,2-ethylenedioxy-6-hydroxy-5-oxo-1-tosyloxyundecane (1.15 g) is dissolved in dimethyl sulfoxide (8.15 ml), acetic anhydride (8.15 ml) is added and the resulting solution is stirred for 20 hours. The solvents are removed in vacuo below 70° C. and the residue is partitioned between ether and saturated sodium bicarbonate solution. The organic layer is washed with brine and dried (sodium sulfate). The solvent is removed in vacuo to give 11-t-butyldiphenylsilox...